Task: describe an organic reaction: reactants, conditions, products, and yield. Dataset: the Open Reaction Database (ORD), a public repository of structured organic reaction records Starting materials: FC(C(=O)NCCN1C(C(OC2=C1C=C(C(=C2)C(F)(F)F)C(=O)N([C@@H]2CC[C@@H](N(C2)C(=O)OC(C)(C)C)CCO)C(C)C)(C)C)=O)F (tert-butyl (2R,5R)-5-[{[4-{2-[(difluoroacetyl)-amino]ethyl}-2,2-dimethyl-3-oxo-7-(trifluoromethyl)-3,4-dihydro-2H-1,4-benzoxazin-6-yl]carbonyl}-(isopropyl)amino]-2-(2-hydroxyethyl)piperidine-1-carboxylate), C[N+]1(CCOCC1)[O-] (N-methylmorpholine oxide). The reagents and catalysts are [Ru](=O)(=O)(=O)[O-].C(CC)[N+](CCC)(CCC)CCC (tetrapropylammonium perruthenate). The solvent is C(Cl)Cl.C(C)#N (methylene chloride acetonitrile). Product: FC(C(=O)NCCN1C(C(OC2=C1C=C(C(=C2)C(F)(F)F)C(=O)N([C@@H]2CC[C@@H](N(C2)C(=O)OC(C)(C)C)CC=O)C(C)C)(C)C)=O)F (tert-Butyl (2R,5R)-5-[{[4-{2-[(difluoroacetyl)amino]ethyl}-2,2-dimethyl-3-oxo-7-(trifluoromethyl)-3,4-dihydro-2H-1,4-benzoxazin-6-yl]carbonyl}(isopropyl)amino]-2-(2-oxoethyl)piperidine-1-carboxylate). The yield is 69.0%. As a reaction SMILES: [F:1][CH:2]([F:47])[C:3]([NH:5][CH2:6][CH2:7][N:8]1[C:13]2[CH:14]=[C:15]([C:22]([N:24]([CH:41]([CH3:43])[CH3:42])[C@H:25]3[CH2:30][N:29]([C:31]([O:33][C:34]([CH3:37])([CH3:36])[CH3:35])=[O:32])[C@@H:28]([CH2:38][CH2:39][OH:40])[CH2:27][CH2:26]3)=[O:23])[C:16]([C:18]([F:21])([F:20])[F:19])=[CH:17][C:12]=2[O:11][C:10]([CH3:45])([CH3:44])[C:9]1=[O:46])=[O:4].C[N+]1([O-])CCOCC1>C(Cl)Cl.C(#N)C.[Ru]([O-])(=O)(=O)=O.C([N+](CCC)(CCC)CCC)CC>[F:47][CH:2]([F:1])[C:3]([NH:5][CH2:6][CH2:7][N:8]1[C:13]2[CH:14]=[C:15]([C:22]([N:24]([CH:41]([CH3:42])[CH3:43])[C@H:25]3[CH2:30][N:29]([C:31]([O:33][C:34]([CH3:36])([CH3:37])[CH3:35])=[O:32])[C@@H:28]([CH2:38][CH:39]=[O:40])[CH2:27][CH2:26]3)=[O:23])[C:16]([C:18]([F:20])([F:21])[F:19])=[CH:17][C:12]=2[O:11][C:10]([CH3:45])([CH3:44])[C:9]1=[O:46])=[O:4] |f:2.3,4.5|. Procedure details: Under the nitrogen atmosphere, to a solution of tert-butyl (2R,5R)-5-[{[4-{2-[(difluoroacetyl)-amino]ethyl}-2,2-dimethyl-3-oxo-7-(trifluoromethyl)-3,4-dihydro-2H-1,4-benzoxazin-6-yl]carbonyl}-(isopropyl)amino]-2-(2-hydroxyethyl)piperidine-1-carboxylate (1.1 g) in methylene chloride -acetonitrile (5 ml, 5 ml) were added N-methylmorpholine oxide (283 mg) and molecular sieve 4 Å (750 mg), and the mixture was stirred at room temperature for a while. Then, tetrapropylammonium perruthenate (56 mg) was... Starting materials: N1(CCCCC1)CCCO (3-(Piperidin-1-yl)propan-1-ol), [H-].[Na+] (sodium hydride), FC=1C(=CC=2C3=C(C=NC2C1)N(C(N3C3CCOCC3)=O)C)C=3C=NC(=CC3)F (7-Fluoro-8-(6-fluoro-3-pyridyl)-3-methyl-1-tetrahydropyran-4-yl-imidazo[4,5-c]quinolin-2-one). Solvent: C1CCOC1 (THF), C1CCOC1 (THF). Conditions: time 30 minute. Yields the product FC=1C(=CC=2C3=C(C=NC2C1)N(C(N3C3CCOCC3)=O)C)C=3C=NC(=CC3)OCCCN3CCCCC3 (7-Fluoro-3-methyl-8-[6-[3-(1-piperidyl)propoxy]-3-pyridyl]-1-tetrahydropyran-4-yl-imidazo[4,5-c]quinolin-2-one). Isolated yield 55.3%. As a reaction SMILES: [N:1]1([CH2:7][CH2:8][CH2:9][OH:10])[CH2:6][CH2:5][CH2:4][CH2:3][CH2:2]1.[H-].[Na+].[F:13][C:14]1[C:15]([C:35]2[CH:36]=[N:37][C:38](F)=[CH:39][CH:40]=2)=[CH:16][C:17]2[C:18]3[N:26]([CH:27]4[CH2:32][CH2:31][O:30][CH2:29][CH2:28]4)[C:25](=[O:33])[N:24]([CH3:34])[C:19]=3[CH:20]=[N:21][C:22]=2[CH:23]=1>C1COCC1>[F:13][C:14]1[C:15]([C:35]2[CH:36]=[N:37][C:38]([O:10][CH2:9][CH2:8][CH2:7][N:1]3[CH2:6][CH2:5][CH2:4][CH2:3][CH2:2]3)=[CH:39][CH:40]=2)=[CH:16][C:17]2[C:18]3[N:26]([CH:27]4[CH2:28][CH2:29][O:30][CH2:31][CH2:32]4)[C:25](=[O:33])[N:24]([CH3:34])[C:19]=3[CH:20]=[N:21][C:22]=2[CH:23]=1 |f:1.2|. Reported procedure: 3-(Piperidin-1-yl)propan-1-ol (0.053 mL, 0.35 mmol) was added slowly to a slurry of sodium hydride (31.5 mg, 0.79 mmol) in THF (7 mL) and the solution stirred at ambient temperature for 30 minutes. 7-Fluoro-8-(6-fluoro-3-pyridyl)-3-methyl-1-tetrahydropyran-4-yl-imidazo[4,5-c]quinolin-2-one (125 mg, 0.32 mmol) in THF (3 mL) was added to the reaction mixture via syringe over a period of 1 minute and the reaction stirred for 24 h. The reaction was quenched with water then extracted into DCM, the or... The reactants are [O-]I(=O)(=O)=O.[Na+] (sodium (meta)periodate), FC=1C(=NC(=C(C1)Cl)C=C)C1=NN(C(=C1Cl)OC(F)F)C (3-(3-fluoro-5-chloro-6-vinyl-2-pyridyl)-4-chloro-5-difluoromethoxy-1-methyl-[1 H]-pyrazole), O1CCOCC1 (dioxane), O (water). The reagents and catalysts are [Os](=O)(=O)(=O)=O (osmium tetroxide). Solvent: C(C)(=O)OCC (ethyl acetate). Reaction conditions: time 8 hour. Yields the product FC=1C(=NC(=C(C1)Cl)C=O)C1=NN(C(=C1Cl)OC(F)F)C (3-(3-Fluoro-5-chloro-6-formyl-2-pyridyl)-4-chloro-5-difluoromethoxy-1-methyl-[1H]-pyrazole). RXN SMILES: [F:1][C:2]1[C:3]([C:11]2[C:15]([Cl:16])=[C:14]([O:17][CH:18]([F:20])[F:19])[N:13]([CH3:21])[N:12]=2)=[N:4][C:5]([CH:9]=C)=[C:6]([Cl:8])[CH:7]=1.[O:22]1CCOCC1.O.[O-]I(=O)(=O)=O.[Na+]>C(OCC)(=O)C.[Os](=O)(=O)(=O)=O>[F:1][C:2]1[C:3]([C:11]2[C:15]([Cl:16])=[C:14]([O:17][CH:18]([F:20])[F:19])[N:13]([CH3:21])[N:12]=2)=[N:4][C:5]([CH:9]=[O:22])=[C:6]([Cl:8])[CH:7]=1 |f:3.4|. Procedure: 13.2 g of 3-(3-fluoro-5-chloro-6-vinyl-2-pyridyl)-4-chloro-5-difluoromethoxy-1-methyl-[1 H]-pyrazole (Example H35) are initially introduced into a mixture of 120 ml of dioxane and 40 ml of water. 16.7 g of sodium (meta)periodate (NalO4) and a spatula-tip of osmium tetroxide are added, while stirring, and the mixture is subsequently stirred overnight at 22° C. The following day, the resulting mixture is taken up in ethyl acetate and washed first with dilute hydrochloric acid and then with brine. ... Reaction SMILES: [Cl:1][C:2]1[C:7]([CH3:8])=[C:6]([C:9]2[CH:10]=[N:11][N:12]([CH:14]([O:16][CH2:17][CH3:18])[CH3:15])[CH:13]=2)[C:5]([C:19]2[CH:24]=[C:23]([F:25])[CH:22]=[C:21]([F:26])[CH:20]=2)=[C:4]([C:27](=O)[CH3:28])[CH:3]=1.C([O-])(=O)C.[NH4+].C([BH3-])#[N:36].[Na+].O1CCCC1>CO.C(#N)C>[Cl:1][C:2]1[C:7]([CH3:8])=[C:6]([C:9]2[CH:10]=[N:11][N:12]([CH:14]([O:16][CH2:17][CH3:18])[CH3:15])[CH:13]=2)[C:5]([C:19]2[CH:24]=[C:23]([F:25])[CH:22]=[C:21]([F:26])[CH:20]=2)=[C:4]([CH:27]([NH2:36])[CH3:28])[CH:3]=1 |f:1.2,3.4|. The solvent is CO (methanol), C(C)#N (acetonitrile). The reactants are ClC1=CC(=C(C(=C1C)C=1C=NN(C1)C(C)OCC)C1=CC(=CC(=C1)F)F)C(C)=O (1-[4-chloro-6-[1-(1-ethoxyethyl)-1H-pyrazol-4-yl]-3′,5′-difluoro-5-methylbiphenyl-2-yl]ethanone), C(C)(=O)[O-].[NH4+] (ammonium acetate), C(#N)[BH3-].[Na+] (sodium cyanoborohydride), O1CCCC1 (tetrahydrofuran). The product is ClC1=CC(=C(C(=C1C)C=1C=NN(C1)C(C)OCC)C1=CC(=CC(=C1)F)F)C(C)N (1-{4-Chloro-6-[1-(1-ethoxyethyl)-1H-pyrazol-4-yl]-3′,5′-difluoro-5-methylbiphenyl-2-yl}ethanamine). Procedure: A mixture of 1-[4-chloro-6-[1-(1-ethoxyethyl)-1H-pyrazol-4-yl]-3′,5′-difluoro-5-methylbiphenyl-2-yl]ethanone (0.094 g, 0.22 mmol), ammonium acetate (0.17 g, 2.2 mmol) and 1.0 M sodium cyanoborohydride in tetrahydrofuran (0.56 mL, 0.56 mmol) in methanol (0.6 mL) and acetonitrile (0.6 mL) was heated at 65° C. overnight. The mixture was cooled to room temperature, quenched with saturated sodium bicarbonate solution and extracted with dichloromethane. The combined organic layers were dried over MgSO... Starting materials: BrC1C(C2=C(CCC1)C=CC(=C2)F)=O (6-Bromo-3-fluoro-6,7,8,9-tetrahydro-5H-benzo[a]cyclohepten-5-one), NC(=S)N (thiourea). Run in C(C)O (ethanol). Product: FC1=CC2=C(CCCC3=C2N=C(S3)N)C=C1 (9-Fluoro-5,6-dihydro-4H-benzo[6,7]cyclohepta[d][1,3]-thiazol-2-amine). As a reaction SMILES: Br[CH:2]1[CH2:8][CH2:7][CH2:6][C:5]2[CH:9]=[CH:10][C:11]([F:13])=[CH:12][C:4]=2[C:3]1=O.[NH2:15][C:16]([NH2:18])=[S:17]>C(O)C>[F:13][C:11]1[CH:10]=[CH:9][C:5]2[CH2:6][CH2:7][CH2:8][C:2]3[S:17][C:16]([NH2:18])=[N:15][C:3]=3[C:4]=2[CH:12]=1. Reported procedure: 6-Bromo-3-fluoro-6,7,8,9-tetrahydro-5H-benzo[a]cyclohepten-5-one (1.0 g, 3.89 mmole) was mixed with thiourea (355 mg, 4.66 mmole) in 20 ml of ethanol and heated at reflux temperature for 16 hours. The reaction mixture was cooled and filtered to give a solid (m.p. 270° C.). The filtrate was concentrated and then partitioned between ethyl acetate and saturated sodium carbonate solution. The organic extract was concentrated and chromatographed (silica, ethyl acetate/hexanes) to give the desired pro... Reactants: C(Br)(Br)Br (bromoform), N1(CC=CC1)C(=O)OCC1=CC=CC=C1 (benzyl 3-pyrroline-1-carboxylate). Reagents/catalysts: [Cl-].C(C1=CC=CC=C1)[N+](CC)(CC)CC (benzyltriethylammonium chloride). Run in ClCCl (dichloromethane), ClCCl (dichloromethane), ClCCl (dichloromethane), O (H2O). Conditions: time 18 hour. Product: C(C1=CC=CC=C1)OC(=O)N1CC2C(C2C1)(Br)Br (6,6-dibromo-3-aza-bicyclo[3.1.0]hexane-3-carboxylic acid benzyl ester). RXN SMILES: [CH:1]([Br:4])(Br)[Br:2].[N:5]1([C:10]([O:12][CH2:13][C:14]2[CH:19]=[CH:18][CH:17]=[CH:16][CH:15]=2)=[O:11])[CH2:9][CH:8]=[CH:7][CH2:6]1>ClCCl.[Cl-].C([N+](CC)(CC)CC)C1C=CC=CC=1.O>[CH2:13]([O:12][C:10]([N:5]1[CH2:9][CH:8]2[CH:7]([C:1]2([Br:4])[Br:2])[CH2:6]1)=[O:11])[C:14]1[CH:15]=[CH:16][CH:17]=[CH:18][CH:19]=1 |f:3.4|. Reported procedure: A solution of bromoform (0.94 mL, 10.8 mmol) in 5 mL of dichloromethane was added over 1.5 hours to a stirred solution of benzyl 3-pyrroline-1-carboxylate (1.77 mL, 9.8 mmol) and benzyltriethylammonium chloride (0.055 g, 0.025 mmol) in 1:1 dichloromethane-50% aqueous NaOH (60 mL). The black solution was stirred for 18 hours at room temperature and then diluted with dichloromethane and H2O. The layers were separated and the organic phase washed with satd NH4Cl, brine, and dried (MgSO4), filtered ... Reactants: NC(CNCC(C)O)(C)C (1-(2-amino-2-methylpropylamino)propan2-ol), C(Cl)(Cl)Cl (chloroform), CC(=O)C (acetone), [OH-].[Na+] (sodium hydroxide), O (water). The product is OC(CN1C(C(NC(C1)(C)C)(C)C)=O)C (1-(2-hydroxypropyl)-3,3,5,5-tetramethyl-piperazin-2-one). As a reaction SMILES: [NH2:1][C:2]([CH3:10])([CH3:9])[CH2:3][NH:4][CH2:5][CH:6](O)[CH3:7].[CH:11](Cl)(Cl)Cl.[CH3:15][C:16]([CH3:18])=O.[OH-:19].[Na+].[OH2:21]>>[OH:19][CH:6]([CH3:7])[CH2:5][N:4]1[CH2:15][C:16]([CH3:18])([CH3:11])[NH:1][C:2]([CH3:10])([CH3:9])[C:3]1=[O:21] |f:3.4|. Procedure details: Following the procedure described in Example 1C, 250 g (1.71 moles) of 1-(2-amino-2-methylpropylamino)propan2-ol are reacted with 306.2 g (2.57 moles) of chloroform and 1509 ml of acetone in the presence of 410.4 g (10.26 moles) of sodium hydroxide in 410 ml of water.